This data is from the Open Reaction Database (ORD), a public repository of structured organic reaction records. The task is: describe an organic reaction: reactants, conditions, products, and yield Starting materials: CN(C)S(N)(=O)=O, CN(C)c1ccncc1, CS(C)=O, CO, O=C(O)c1ccc2c(c1)-c1cc3c(C4CCCCC4)cccc3n1C=C1N=CCN12, CN(C)C=O. The product is CN(C)S(=O)(=O)NC(=O)c1ccc2c(c1)-c1cc3c(C4CCCCC4)cccc3n1C=C1N=CCN12. RXN SMILES: [CH3:31][N:32]([S:33](=[O:34])(=[O:35])[NH2:36])[CH3:37].[CH3:43][N:44]([c:45]1[cH:46][cH:47][n:48][cH:49][cH:50]1)[CH3:51].[CH3:52][S:53]([CH3:54])=[O:55].[CH3:56][OH:57].[CH:1]1([c:7]2[c:8]3[cH:9][c:10]4[n:11]([c:27]3[cH:28][cH:29][cH:30]2)[CH:12]=[C:13]2[N:14]([c:15]3[c:16]-4[cH:17][c:18]([C:21](=[O:22])[OH:23])[cH:19][cH:20]3)[CH2:24][CH:25]=[N:26]2)[CH2:2][CH2:3][CH2:4][CH2:5][CH2:6]1.[O:38]=[CH:39][N:40]([CH3:41])[CH3:42]>>[CH:1]1([c:7]2[c:8]3[cH:9][c:10]4[n:11]([c:27]3[cH:28][cH:29][cH:30]2)[CH:12]=[C:13]2[N:14]([c:15]3[c:16]-4[cH:17][c:18]([C:21](=[O:23])[NH:36][S:33]([N:32]([CH3:31])[CH3:37])(=[O:34])=[O:35])[cH:19][cH:20]3)[CH2:24][CH:25]=[N:26]2)[CH2:2][CH2:3][CH2:4][CH2:5][CH2:6]1.